From a dataset of the Open Reaction Database (ORD), a public repository of structured organic reaction records. describe an organic reaction: reactants, conditions, products, and yield Starting materials: Oc1cc(-c2ccc(Br)s2)n(-c2ccccc2Cl)n1, COC(=O)CBr, [K+], [K+], O=C([O-])[O-], CN(C)C=O. Yields the product COC(=O)COc1cc(-c2ccc(Br)s2)n(-c2ccccc2Cl)n1. RXN SMILES: [Br:1][c:2]1[cH:3][cH:4][c:5](-[c:7]2[cH:8][c:9]([OH:19])[n:10][n:11]2-[c:12]2[c:13]([Cl:18])[cH:14][cH:15][cH:16][cH:17]2)[s:6]1.[Br:26][CH2:27][C:28](=[O:29])[O:30][CH3:31].[K+:20].[K+:21].[O-:22][C:23]([O-:24])=[O:25].[O:32]=[CH:33][N:34]([CH3:35])[CH3:36]>>[Br:1][c:2]1[cH:3][cH:4][c:5](-[c:7]2[cH:8][c:9]([O:19][CH2:27][C:28](=[O:29])[O:30][CH3:31])[n:10][n:11]2-[c:12]2[c:13]([Cl:18])[cH:14][cH:15][cH:16][cH:17]2)[s:6]1.